From a dataset of the Open Reaction Database (ORD), a public repository of structured organic reaction records. describe an organic reaction: reactants, conditions, products, and yield Reactants: C(N)(=O)C=1C(=NC(=C(N1)CC)N[C@@H]1CC[C@H](CC1)O)NC1=CC(=C(C=C1)C1CCN(CC1)C(=O)OC(C)(C)C)OC (tert-butyl 4-[4-({3-carbamoyl-5-ethyl-6-[(trans-4-hydroxycyclohexyl)amino]pyrazin-2-yl}amino)-2-methoxyphenyl]piperidine-1-carboxylate), Cl (hydrogen chloride). Yield: 38.2%. Solvent: C(C)(=O)OCC (ethyl acetate), C(C)(=O)OCC (ethyl acetate). Reaction conditions: time 1 hour. As a reaction SMILES: [C:1]([C:4]1[C:5]([NH:20][C:21]2[CH:26]=[CH:25][C:24]([CH:27]3[CH2:32][CH2:31][N:30](C(OC(C)(C)C)=O)[CH2:29][CH2:28]3)=[C:23]([O:40][CH3:41])[CH:22]=2)=[N:6][C:7]([NH:12][C@H:13]2[CH2:18][CH2:17][C@H:16]([OH:19])[CH2:15][CH2:14]2)=[C:8]([CH2:10][CH3:11])[N:9]=1)(=[O:3])[NH2:2].Cl>C(OCC)(=O)C>[CH2:10]([C:8]1[N:9]=[C:4]([C:1]([NH2:2])=[O:3])[C:5]([NH:20][C:21]2[CH:26]=[CH:25][C:24]([CH:27]3[CH2:28][CH2:29][NH:30][CH2:31][CH2:32]3)=[C:23]([O:40][CH3:41])[CH:22]=2)=[N:6][C:7]=1[NH:12][C@H:13]1[CH2:14][CH2:15][C@H:16]([OH:19])[CH2:17][CH2:18]1)[CH3:11]. Procedure details: To a mixture of tert-butyl 4-[4-({3-carbamoyl-5-ethyl-6-[(trans-4-hydroxycyclohexyl)amino]pyrazin-2-yl}amino)-2-methoxyphenyl]piperidine-1-carboxylate (Example 382) (270 mg) and ethyl acetate (10 mL), 4M hydrogen chloride in ethyl acetate (4 mL) was added under ice cooling and stirred at room temperature for 1 hour. The reaction liquid was concentrated under reduced pressure, and saturated aqueous sodium hydrogen carbonate and chloroform were added to the residue. The precipitated solid was coll... Yields the product C(C)C1=C(N=C(C(=N1)C(=O)N)NC1=CC(=C(C=C1)C1CCNCC1)OC)N[C@@H]1CC[C@H](CC1)O (6-ethyl-5-[(trans-4-hydroxycyclohexyl)amino]-3-[(3-methoxy-4-piperidin-4-ylphenyl)amino]pyrazine-2-carboxamide). The reactants are N1C(C2(C3=CC=CC=C13)COC1=CC3=C(OCCO3)C=C12)=O (2,3-dihydrospiro[furo[2,3-g][1,4]benzodioxine-8,3′-indol]-2′(1′H)-one), BrCC1OCCCC1 (2-(bromomethyl)tetrahydro-2H-pyran), N1C(C2(C3=CC=CC=C13)C1=C(OC2)C=C2OCCC2=C1)=O (5,6-dihydrospiro[benzo[1,2-b:5,4-b′]difuran-3,3′-indol]-2′(1′H)-one), BrCC=1OC(=CC1)C(F)(F)F (2-(bromomethyl)-5-(trifluoromethyl)furan). Product: FC(C1=CC=C(O1)CN1C([C@@]2(C3=CC=CC=C13)COC1=CC3=C(OCCO3)C=C12)=O)(F)F ((R)-1′-{[5-(trifluoromethyl)furan-2-yl]methyl}-2,3-dihydrospiro[furo[2,3-g][1,4]benzodioxine-8,3′-indol]-2′(1′H)-one). Reaction SMILES: [NH:1]1[C:9]2[C:4](=[CH:5][CH:6]=[CH:7][CH:8]=2)[C:3]2([C:21]3[C:12](=[CH:13][C:14]4[O:19][CH2:18][CH2:17][O:16][C:15]=4[CH:20]=3)[O:11][CH2:10]2)[C:2]1=[O:22].N1C2C(=CC=CC=2)C2(COC3C=C4C(=CC2=3)CCO4)C1=O.Br[CH2:45][C:46]1[O:47][C:48]([C:51]([F:54])([F:53])[F:52])=[CH:49][CH:50]=1.BrCC1CCCCO1>>[F:52][C:51]([F:54])([F:53])[C:48]1[O:47][C:46]([CH2:45][N:1]2[C:9]3[C:4](=[CH:5][CH:6]=[CH:7][CH:8]=3)[C@:3]3([C:21]4[C:12](=[CH:13][C:14]5[O:19][CH2:18][CH2:17][O:16][C:15]=5[CH:20]=4)[O:11][CH2:10]3)[C:2]2=[O:22])=[CH:50][CH:49]=1. Procedure: Following the procedure as described in EXAMPLE 4 and making non-critical variations using (R)-(2,3-dihydrospiro[furo[2,3-g][1,4]benzodioxine-8,3′-indol]-2′(1′H)-one to replace 5,6-dihydrospiro[benzo[1,2-b:5,4-b′]difuran-3,3′-indol]-2′(1′H)-one, and 2-(bromomethyl)-5-(trifluoromethyl)furan to replace 2-(bromomethyl)tetrahydro-2H-pyran, (R)-1′-{[5-(trifluoromethyl)furan-2-yl]methyl}-2,3-dihydrospiro[furo[2,3-g][1,4]benzodioxine-8,3′-indol]-2′(1′H)-one was obtained (92%) as a colorless solid: mp 6... The reactants are CCCCC=CCCCCCCCC(=O)Cl, CCOC(=O)C(=O)N(Cc1ccc(N)cc1)Cc1ccc(C(F)(F)F)cc1, Cl, c1ccncc1. Product: CCCCC=CCCCCCCCC(=O)Nc1ccc(CN(Cc2ccc(C(F)(F)F)cc2)C(=O)C(=O)OCC)cc1. As a reaction SMILES: [C:28]([CH2:29][CH2:30][CH2:31][CH2:32][CH2:33][CH2:34][CH2:35][CH:36]=[CH:37][CH2:38][CH2:39][CH2:40][CH3:41])(=[O:42])[Cl:43].[CH2:1]([CH3:2])[O:3][C:4]([C:5](=[O:6])[N:7]([CH2:8][c:9]1[cH:10][cH:11][c:12]([C:15]([F:16])([F:17])[F:18])[cH:13][cH:14]1)[CH2:19][c:20]1[cH:21][cH:22][c:23]([NH2:26])[cH:24][cH:25]1)=[O:27].[ClH:44].[cH:45]1[cH:46][cH:47][n:48][cH:49][cH:50]1>>[CH2:1]([CH3:2])[O:3][C:4]([C:5](=[O:6])[N:7]([CH2:8][c:9]1[cH:10][cH:11][c:12]([C:15]([F:16])([F:17])[F:18])[cH:13][cH:14]1)[CH2:19][c:20]1[cH:21][cH:22][c:23]([NH:26][C:28]([CH2:29][CH2:30][CH2:31][CH2:32][CH2:33][CH2:34][CH2:35][CH:36]=[CH:37][CH2:38][CH2:39][CH2:40][CH3:41])=[O:42])[cH:24][cH:25]1)=[O:27]. Starting materials: OC1=CC2=C(SC=C2C(=O)O)C=C1 (5-Hydroxybenzo[b]thiophene-3-carboxylic acid), C1(=CC=CC=C1)S(=O)(=O)Cl (benzenesulfonyl chloride). The solvent is O1CCCC1 (tetrahydrofuran), [OH-].[Na+] (sodium hydroxide), O (water), [OH-].[Na+] (sodium hydroxide). Product: C1(=CC=CC=C1)S(=O)(=O)OC1=CC2=C(SC=C2C(=O)O)C=C1 (5-benzenesulfonyloxybenzo[b]thiophene-3-carboxylic acid). Yield: 96.5%. RXN SMILES: [OH:1][C:2]1[CH:13]=[CH:12][C:5]2[S:6][CH:7]=[C:8]([C:9]([OH:11])=[O:10])[C:4]=2[CH:3]=1.[C:14]1([S:20](Cl)(=[O:22])=[O:21])[CH:19]=[CH:18][CH:17]=[CH:16][CH:15]=1>O1CCCC1.[OH-].[Na+].O>[C:14]1([S:20]([O:1][C:2]2[CH:13]=[CH:12][C:5]3[S:6][CH:7]=[C:8]([C:9]([OH:11])=[O:10])[C:4]=3[CH:3]=2)(=[O:22])=[O:21])[CH:19]=[CH:18][CH:17]=[CH:16][CH:15]=1 |f:3.4|. Reported procedure: 5-Hydroxybenzo[b]thiophene-3-carboxylic acid (11) (M. Martin-Smith et al. J. Chem. Soc (C),1899-1905 (1967) 8.63 g (44.4 mmol)) was dissolved in aqueous tetrahydrofuran (water content, 20%; 160 ml) and 1 N sodium hydroxide (44 ml). To the solution were added dropwise 0.56 N sodium hydroxide (87 ml) and benzenesulfonyl chloride (6.2 ml, 48.4 mmol) simultaneously with stirring under ice-cooling while maintaining the pH at 11-12. After the completion of the reaction, the mixture was diluted with wa... Starting materials: C1(CCCC1)OC([C@@H](C1=CC=CC=C1)NCC1=CC=C(C=C1)NC(CCCCCCC(NOC(C)OCC(C)C)=O)=O)=O ((R)-{4-[7-(1-Isobutoxy-ethoxycarbamoyl)-heptanoylamino]-benzylamino}-phenyl-acetic acid cyclopentyl ester), Cl (HCl). Run in C(Cl)Cl (DCM), O1CCOCC1 (dioxane). Product: C1(CCCC1)OC([C@@H](C1=CC=CC=C1)NCC1=CC=C(C=C1)NC(CCCCCCC(NO)=O)=O)=O ((R)-[4-(7-Hydroxycarbamoyl-heptanoylamino)-benzylamino]-phenyl-acetic acid cyclopentyl ester). As a reaction SMILES: [CH:1]1([O:6][C:7](=[O:43])[C@H:8]([NH:15][CH2:16][C:17]2[CH:22]=[CH:21][C:20]([NH:23][C:24](=[O:42])[CH2:25][CH2:26][CH2:27][CH2:28][CH2:29][CH2:30][C:31](=[O:41])[NH:32][O:33]C(OCC(C)C)C)=[CH:19][CH:18]=2)[C:9]2[CH:14]=[CH:13][CH:12]=[CH:11][CH:10]=2)[CH2:5][CH2:4][CH2:3][CH2:2]1.Cl>C(Cl)Cl.O1CCOCC1>[CH:1]1([O:6][C:7](=[O:43])[C@H:8]([NH:15][CH2:16][C:17]2[CH:18]=[CH:19][C:20]([NH:23][C:24](=[O:42])[CH2:25][CH2:26][CH2:27][CH2:28][CH2:29][CH2:30][C:31](=[O:41])[NH:32][OH:33])=[CH:21][CH:22]=2)[C:9]2[CH:14]=[CH:13][CH:12]=[CH:11][CH:10]=2)[CH2:5][CH2:4][CH2:3][CH2:2]1. Procedure details: (R)-{4-[7-(1-Isobutoxy-ethoxycarbamoyl)-heptanoylamino]-benzylamino}-phenyl-acetic acid cyclopentyl ester (50 mg, 0.08 mmol, 1 eq) was dissolved in DCM (0.5 mL) and stirred with 4M HCl in dioxane (0.2 mL) for 30 min. The resulting salt was concentrated, dissolved in methanol and purified by preparative HPLC to yield compound (83). LCMS purity 94%, m/z 496 [M++H]+, 1H NMR (300 MHz, MeOD), δ: 1.41-1.95 (16H, m, 8×CH2), 2.15-2.17 (2H, m, CH2), 2.40 (2H, t, J=7.2 Hz, CH2), 4.16 (2H, q, J=13.5 Hz, CH...